From a dataset of the Open Reaction Database (ORD), a public repository of structured organic reaction records. describe an organic reaction: reactants, conditions, products, and yield Reactants: [N+](=O)([O-])C1=CC=C(CCl)C=C1 (4-nitrobenzyl chloride), CC1=CC=NC=C1 (4-methylpyridine). Run in C(C)#N (acetonitrile). As a reaction SMILES: [N+:1]([C:4]1[CH:11]=[CH:10][C:7]([CH2:8][Cl:9])=[CH:6][CH:5]=1)([O-:3])=[O:2].[CH3:12][C:13]1[CH:18]=[CH:17][N:16]=[CH:15][CH:14]=1>C(#N)C>[Cl-:9].[CH3:12][C:13]1[CH:18]=[CH:17][N+:16]([CH2:8][C:7]2[CH:10]=[CH:11][C:4]([N+:1]([O-:3])=[O:2])=[CH:5][CH:6]=2)=[CH:15][CH:14]=1 |f:3.4|. Product: [Cl-].CC1=CC=[N+](C=C1)CC1=CC=C(C=C1)[N+](=O)[O-] (4-Methyl-1-(4-nitrobenzyl)pyridinium chloride). Procedure details: A solution of 34.4 g (0.2 mole) of 4-nitrobenzyl chloride and 27.9 g (0.3 mole) of 4-methylpyridine in 200 ml of acetonitrile is refluxed for 8 hours. The solution is evaporated down to about half its volume and cooled to 0° C., and the precipitate which separates out is filtered off under suction, washed thoroughly with ether and dried under reduced pressure to give 37.6 g (71% of theory) of the title compound of melting point 220°-222° C. Conditions: temperature 0 celsius.